Dataset: the Open Reaction Database (ORD), a public repository of structured organic reaction records. Task: describe an organic reaction: reactants, conditions, products, and yield The reactants are ice, C(C1=CC=CC=C1)N (benzylamine), C(CC)=O (propionaldehyde), [OH-].[K+] (Potassium hydroxide), [OH-].[K+] (potassium hydroxide). Reaction conditions: time 1 hour. The product is C(C1=CC=CC=C1)/N=C/CC (Benzyl-prop-(E)-ylidene-amine). As a reaction SMILES: [CH2:1]([NH2:8])[C:2]1[CH:7]=[CH:6][CH:5]=[CH:4][CH:3]=1.[CH:9](=O)[CH2:10][CH3:11].[OH-].[K+]>>[CH2:1](/[N:8]=[CH:9]/[CH2:10][CH3:11])[C:2]1[CH:7]=[CH:6][CH:5]=[CH:4][CH:3]=1 |f:2.3|. Reported procedure: To an ice-cold solution of benzylamine (20.0 g, 184 mmol) was added propionaldehyde (10.8 g, 184 mmol) over 1 hour. Potassium hydroxide (5.2 g, 92.7 mmol) was added, and the reaction was allowed to stand for 1 hour, during which time the solution separated into two layers. The organic layer was isolated and stored over potassium hydroxide pellets overnight in the refrigerator to give the product as a cloudy liquid, which was used without further purification. Reactants: IC=1C=2C=CC(=NC2C(NC1)=O)C (5-Iodo-2-methyl-7H-[1,7]naphthyridin-8-one), P(=O)(Cl)(Cl)Cl (phosphorus oxychloride). Conditions: temperature 90 celsius, time 5 hour. Yields the product ClC=1N=CC(=C2C=CC(=NC12)C)I (8-Chloro-5-iodo-2-methyl-[1,7]naphthyridine), solid. Yield: 32.0%. RXN SMILES: [I:1][C:2]1[C:3]2[CH:4]=[CH:5][C:6]([CH3:13])=[N:7][C:8]=2[C:9](=O)[NH:10][CH:11]=1.P(Cl)(Cl)([Cl:16])=O>>[Cl:16][C:9]1[N:10]=[CH:11][C:2]([I:1])=[C:3]2[C:8]=1[N:7]=[C:6]([CH3:13])[CH:5]=[CH:4]2. Procedure: 5-Iodo-2-methyl-7H-[1,7]naphthyridin-8-one (14.2 g, 49.8 mmol) was suspended in phosphorus oxychloride (68 ml, 750 mmol) and stirred for 5 hours at 90° C. The reaction mixture was cooled to room temperature and evaporated to dryness. The residue was taken up in dichloromethane and extracted carefully with saturated NaHCO3-Solution. The aqueous layer was washed two times with dichloromethane. The organic layers were dried over MgSO4 and concentrated in vacuo. The residue was purified by flash chr... Starting materials: COC(=O)C=1C(OC2=CC=CC(=C2C1O)OCC1=CC=C(C=C1)F)=O (5-(4-fluoro-benzyloxy)-4-hydroxy-2-oxo-2H-chromene-3-carboxylic acid methyl ester), N[C@@H](C)C(=O)O (L-alanine), C[O-].[Na+] (sodium methoxide). The solvent is COCCO (2-methoxyethanol). The product is FC1=CC=C(COC2=C3C(=C(C(OC3=CC=C2)=O)C(=O)N[C@H](C(=O)O)C)O)C=C1 (2-(S)-{[5-(4-Fluoro-benzyloxy)-4-hydroxy-2-oxo-2H-chromene-3-carbonyl]-amino}-propionic acid). Isolated yield 60.8%. RXN SMILES: CO[C:3]([C:5]1[C:6](=[O:25])[O:7][C:8]2[C:13]([C:14]=1[OH:15])=[C:12]([O:16][CH2:17][C:18]1[CH:23]=[CH:22][C:21]([F:24])=[CH:20][CH:19]=1)[CH:11]=[CH:10][CH:9]=2)=[O:4].[NH2:26][C@H:27]([C:29]([OH:31])=[O:30])[CH3:28].C[O-].[Na+]>COCCO>[F:24][C:21]1[CH:20]=[CH:19][C:18]([CH2:17][O:16][C:12]2[CH:11]=[CH:10][CH:9]=[C:8]3[C:13]=2[C:14]([OH:15])=[C:5]([C:3]([NH:26][C@@H:27]([CH3:28])[C:29]([OH:31])=[O:30])=[O:4])[C:6](=[O:25])[O:7]3)=[CH:23][CH:22]=1 |f:2.3|. Procedure: To a mixture of 5-(4-fluoro-benzyloxy)-4-hydroxy-2-oxo-2H-chromene-3-carboxylic acid methyl ester (86 mg, 0.25 mmol) and L-alanine (334 mg, 3.75 mmol) in 2-methoxyethanol was added sodium methoxide (176 mg, 3.25 mmol). Resulting mixture was refluxed overnight and concentrated. Residue was dissolved in water (100 mL) and acidified using 1 N HCl to pH=3-4. Precipitate was collected, rinsed with water and dried. Crude product was triturated with MeOH. Solid was collected and dried in vacuo to provi...